This data is from the Open Reaction Database (ORD), a public repository of structured organic reaction records. The task is: describe an organic reaction: reactants, conditions, products, and yield Starting materials: C(C)(=O)C=1C(=C(N(C1C)C1=C(C(=C(C=C1)OCC)C)C)C)C(C)=O (1-[4-acetyl-1-(4-ethoxy-2,3-dimethyl-phenyl)-2,5-dimethyl-1H-pyrrol-3-yl]-ethanone), NN (hydrazine). The product is C(C)OC1=C(C(=C(C=C1)N1C(=C2C(=NN=C(C2=C1C)C)C)C)C)C (6-(4-Ethoxy-2,3-dimethyl-phenyl)-1,4,5,7-tetramethyl-6H-pyrrolo[3,4-d]pyridazine). RXN SMILES: [C:1]([C:4]1[C:5]([C:22](=O)[CH3:23])=[C:6]([CH3:21])[N:7]([C:10]2[CH:15]=[CH:14][C:13]([O:16][CH2:17][CH3:18])=[C:12]([CH3:19])[C:11]=2[CH3:20])[C:8]=1[CH3:9])(=O)[CH3:2].[NH2:25][NH2:26]>>[CH2:17]([O:16][C:13]1[CH:14]=[CH:15][C:10]([N:7]2[C:8]([CH3:9])=[C:4]3[C:5]([C:22]([CH3:23])=[N:25][N:26]=[C:1]3[CH3:2])=[C:6]2[CH3:21])=[C:11]([CH3:20])[C:12]=1[CH3:19])[CH3:18]. Reported procedure: Utilizing the general procedure outlined in Example 65, 1-[4-acetyl-1-(4-hydroxy-2,3-dimethyl-phenyl)-2,5-dimethyl-1H-pyrrol-3-yl]-ethanone (100 mg, 0.3 mmol) reacted with bromoethane (300 μL, excess), in the presence of K2CO3 (50 mg), to afford 1-[4-acetyl-1-(4-ethoxy-2,3-dimethyl-phenyl)-2,5-dimethyl-1H-pyrrol-3-yl]-ethanone: MS (ESI) 328 (M+H)+. Utilizing the general procedure outlined in Example 48, 1-[4-acetyl-1-(4-ethoxy-2,3-dimethyl-phenyl)-2,5-dimethyl-1H-pyrrol-3-yl]-ethanone (108 mg, 0... Starting materials: ClCCl, O=C(O)C(F)(F)F, C[Si](C)(C)CCOCn1nc2c3oc(-c4ccccc4)c(I)c(=O)c3ccn2c1=O. The product is O=c1c(I)c(-c2ccccc2)oc2c1ccn1c(=O)[nH]nc21. Reaction SMILES: [Cl:38][CH2:39][Cl:40].[F:31][C:32]([F:33])([F:34])[C:35]([OH:36])=[O:37].[I:1][c:2]1[c:3](=[O:30])[c:4]2[cH:5][cH:6][n:7]3[c:8]([c:9]2[o:10][c:11]1-[c:12]1[cH:13][cH:14][cH:15][cH:16][cH:17]1)[n:18][n:19]([CH2:22][O:23][CH2:24][CH2:25][Si:26]([CH3:27])([CH3:28])[CH3:29])[c:20]3=[O:21]>>[I:1][c:2]1[c:3](=[O:30])[c:4]2[cH:5][cH:6][n:7]3[c:8]([c:9]2[o:10][c:11]1-[c:12]1[cH:13][cH:14][cH:15][cH:16][cH:17]1)[n:18][nH:19][c:20]3=[O:21]. Starting materials: C1CCOC1, CC1CC(OC(=O)c2ccc([N+](=O)[O-])cc2)c2ncnc(N3CCN(C(=O)OC(C)(C)C)CC3)c21, O. Product: CC1CC(O)c2ncnc(N3CCN(C(=O)OC(C)(C)C)CC3)c21. As a reaction SMILES: [CH2:36]1[O:37][CH2:38][CH2:39][CH2:40]1.[CH3:1][CH:2]1[CH2:3][CH:4]([O:24][C:25](=[O:26])[c:27]2[cH:28][cH:29][c:30]([N+:31]([O-:32])=[O:33])[cH:34][cH:35]2)[c:5]2[n:6][cH:7][n:8][c:9]([N:11]3[CH2:12][CH2:13][N:14]([C:17](=[O:18])[O:19][C:20]([CH3:21])([CH3:22])[CH3:23])[CH2:15][CH2:16]3)[c:10]21.[OH2:41]>>[CH3:1][CH:2]1[CH2:3][CH:4]([OH:24])[c:5]2[n:6][cH:7][n:8][c:9]([N:11]3[CH2:12][CH2:13][N:14]([C:17](=[O:18])[O:19][C:20]([CH3:21])([CH3:22])[CH3:23])[CH2:15][CH2:16]3)[c:10]21. The reactants are ice water, Cl (hydrochloric acid), [OH-].[K+] (potassium hydroxide), Cl (hydrochloric acid), C(C)N=C=O (ethyl isocyanate), C(C)N=C=O (ethyl isocyanate), NC=1C=CC=2C(=NC(=CN2)C2=CC=C(C=C2)O)N1 (4-(6-aminopyrido[2,3-b]pyrazin-3-yl)phenol). The solvent is O (water), N1=CC=CC=C1 (pyridine). Conditions: temperature 75 celsius. The product is C(C)NC(=O)NC=1C=CC=2C(=NC(=CN2)C2=CC=C(C=C2)O)N1 (1-ethyl-3-[3-(4-hydroxyphenyl)pyrido[2,3-b]pyrazin-6-yl]urea). RXN SMILES: [NH2:1][C:2]1[CH:3]=[CH:4][C:5]2[C:6]([N:18]=1)=[N:7][C:8]([C:11]1[CH:16]=[CH:15][C:14]([OH:17])=[CH:13][CH:12]=1)=[CH:9][N:10]=2.[CH2:19]([N:21]=[C:22]=[O:23])[CH3:20].Cl.[OH-].[K+]>N1C=CC=CC=1.O>[CH2:19]([NH:21][C:22]([NH:1][C:2]1[CH:3]=[CH:4][C:5]2[C:6]([N:18]=1)=[N:7][C:8]([C:11]1[CH:16]=[CH:15][C:14]([OH:17])=[CH:13][CH:12]=1)=[CH:9][N:10]=2)=[O:23])[CH3:20] |f:3.4|. Procedure: 0.50 g of 4-(6-aminopyrido[2,3-b]pyrazin-3-yl)phenol (2.10 mmol) were initially charged in 5.0 ml of pyridine. 183 μl of ethyl isocyanate (2.31 mmol) were added dropwise at room temperature and the mixture was heated to 70-80° C. for 2 h. Thereafter, another 183 μl of ethyl isocyanate were added and the mixture was heated to 70-80° C. for a further 2 h. Once the reaction had ended, the reaction mixture was added to ice-water and neutralized with 1N hydrochloric acid. The precipitated product was...